From a dataset of the Open Reaction Database (ORD), a public repository of structured organic reaction records. describe an organic reaction: reactants, conditions, products, and yield Run at temperature 40 celsius. As a reaction SMILES: [NH2:1][C:2]1[C:9]([N+:10]([O-])=O)=[C:8]([CH3:13])[C:7]([N+:14]([O-])=O)=[CH:6][C:3]=1[C:4]#[N:5]>[Pd].C(#N)C>[NH2:1][C:2]1[C:9]([NH2:10])=[C:8]([CH3:13])[C:7]2[C:6](=[N:1][C:2]3[C:9]([N:14]=2)=[C:8]([CH3:13])[C:7]([NH2:14])=[CH:6][C:3]=3[C:4]#[N:5])[C:3]=1[C:4]#[N:5]. The reactants are NC1=C(C#N)C=C(C(=C1[N+](=O)[O-])C)[N+](=O)[O-] (2-Amino-4-methyl-3,5-dinitrobenzonitrile). Isolated yield 56969.3%. Reported procedure: A mixture of 4-methyl-3,5-dinitrobenzonitrile (5) (50 g, 0.225 mmol), 5% palladium on carbon (10.0 g of 50% wet) and acetonitrile (400 ml) is hydrogenated under a hydrogen atmosphere (about 40 psi) at a temperature of about 30° C. for about 5 hours. The mixture is then filtered through a bed of Celite and the filter cake is washed with acetonitrile (about 200 mL). To a portion (about 400 mL) of the resulting solution is added water (about 400 mL) and the pH of the resulting mixture is adjusted t... The reagents and catalysts are [Pd] (palladium on carbon). The solvent is C(C)#N (acetonitrile). The product is NC1=C(C2=NC3=C(C=C(C(=C3N=C2C(=C1N)C)C)N)C#N)C#N (2,3,7-Triamino-4,6-dimethyl-1,9-phenazinedicarbonitrile). Starting materials: [Al+3].[Cl-].[Cl-].[Cl-] (AlCl3), FC1=C(CC=2C=CC(NN2)=O)C=CC=C1 (6-(2-fluorobenzyl)-2H-pyridazin-3-one), ClC1=C(C(=O)Cl)C(=CC(=C1)Cl)Cl (2,4,6-trichlorobenzoyl chloride), C(C(=O)Cl)(=O)Cl.C(Cl)Cl (oxalyl chloride methylene chloride). The solvent is C(Cl)Cl (methylene chloride), CN(C)C=O (DMF). Run at time 8 hour. Product: ClC1=C(C(=O)C=2C=C(CC=3C=CC(NN3)=O)C(=CC2)F)C(=CC(=C1)Cl)Cl (6-[3-(2,4,6-trichlorobenzoyl)-6-fluorobenzyl)-2H-pyridazin-3-one). As a reaction SMILES: [Al+3].[Cl-].[Cl-].[Cl-].[F:5][C:6]1[CH:19]=[CH:18][CH:17]=[CH:16][C:7]=1[CH2:8][C:9]1[CH:10]=[CH:11][C:12](=[O:15])[NH:13][N:14]=1.[Cl:20][C:21]1[CH:29]=[C:28]([Cl:30])[CH:27]=[C:26]([Cl:31])[C:22]=1[C:23](Cl)=[O:24].C(Cl)(=O)C(Cl)=O.C(Cl)Cl>C(Cl)Cl.CN(C=O)C>[Cl:20][C:21]1[CH:29]=[C:28]([Cl:30])[CH:27]=[C:26]([Cl:31])[C:22]=1[C:23]([C:17]1[CH:16]=[C:7]([C:6]([F:5])=[CH:19][CH:18]=1)[CH2:8][C:9]1[CH:10]=[CH:11][C:12](=[O:15])[NH:13][N:14]=1)=[O:24] |f:0.1.2.3,6.7|. Procedure: AlCl3 (1.75 g, 13.1 mmol) was added to a solution of 6-(2-fluorobenzyl)-2H-pyridazin-3-one (0.9 g, 4.4 mmol) [prepared as described above] in methylene chloride (20 ml) at ambient temperature and under a nitrogen atmosphere. 2,4,6-trichlorobenzoyl chloride [(1.98 g, 8.78 mmol) prepared from the corresponding acid by treatment with oxalyl chloride/ methylene chloride with a trace of DMF] was added to the slurry. After stirring overnight, the reaction was quenched with ice. The product was extract... The reactants are C(=O)([O-])[O-].[K+].[K+] (K2CO3), FC1=C(C=CC(=C1)OC)[N+](=O)[O-] (2-Fluoro-4-methoxy-1-nitro-benzene), COC(=O)[C@@H]1CC[C@H](CC1)CN (trans-4-Aminomethyl-cyclohexanecarboxylic acid methyl ester). Run in CN(C)C=O (DMF). Reaction conditions: time 30 minute. Product: COC(=O)[C@@H]1CC[C@H](CC1)CNC1=C(C=CC(=C1)OC)[N+](=O)[O-] (trans-4-[(5-Methoxy-2-nitro-phenylamino)-methyl]-cyclohexanecarboxylic acid methyl ester). The yield is 91.1%. As a reaction SMILES: C([O-])([O-])=O.[K+].[K+].F[C:8]1[CH:13]=[C:12]([O:14][CH3:15])[CH:11]=[CH:10][C:9]=1[N+:16]([O-:18])=[O:17].[CH3:19][O:20][C:21]([C@H:23]1[CH2:28][CH2:27][C@H:26]([CH2:29][NH2:30])[CH2:25][CH2:24]1)=[O:22]>CN(C=O)C>[CH3:19][O:20][C:21]([C@H:23]1[CH2:28][CH2:27][C@H:26]([CH2:29][NH:30][C:8]2[CH:13]=[C:12]([O:14][CH3:15])[CH:11]=[CH:10][C:9]=2[N+:16]([O-:18])=[O:17])[CH2:25][CH2:24]1)=[O:22] |f:0.1.2|. Procedure: K2CO3 (9.04 g, 65.5 mmol) was added to a solution of 2-Fluoro-4-methoxy-1-nitro-benzene (5.6 g, 32.7 mmol) in DMF (20 ml). The mixture was stirred at room temperature for 30 minutes and then trans-4-Aminomethyl-cyclohexanecarboxylic acid methyl ester (5.60 g, 32.7 mmol) was added. The reaction mixture was heated for 2 hours at 50° C. and then at room temperature overnight. The solvent was removed under reduced pressure and the crude product dissolved in DCM (150 ml) and washed with water (2×150 ...